Dataset: the Open Reaction Database (ORD), a public repository of structured organic reaction records. Task: describe an organic reaction: reactants, conditions, products, and yield Reactants: C(C)(=O)O[C@@H](CCCCN1C(=O)N(C=2N=C(N(C2C1=O)CC1=CC=CC=C1)Br)C)C ((R)-1-(5-acetoxyhexyl)-7-benzyl-8-bromo-3-methylxanthine), [C-]#N.[K+] (potassium cyanide). Solvent: CS(=O)C (dimethylsulfoxide). Run at temperature 75 celsius, time 4.5 hour. Yields the product C(C)(=O)O[C@@H](CCCCN1C(=O)N(C=2N=C(N(C2C1=O)CC1=CC=CC=C1)C#N)C)C ((R)-1-(5-acetoxyhexyl)-7-benzyl-8-cyano-3-methylxanthine). Yield: 89.7%. As a reaction SMILES: [C:1]([O:4][C@H:5]([CH3:30])[CH2:6][CH2:7][CH2:8][CH2:9][N:10]1[C:19](=[O:20])[C:18]2[N:17]([CH2:21][C:22]3[CH:27]=[CH:26][CH:25]=[CH:24][CH:23]=3)[C:16](Br)=[N:15][C:14]=2[N:13]([CH3:29])[C:11]1=[O:12])(=[O:3])[CH3:2].[C-:31]#[N:32].[K+]>CS(C)=O>[C:1]([O:4][C@H:5]([CH3:30])[CH2:6][CH2:7][CH2:8][CH2:9][N:10]1[C:19](=[O:20])[C:18]2[N:17]([CH2:21][C:22]3[CH:27]=[CH:26][CH:25]=[CH:24][CH:23]=3)[C:16]([C:31]#[N:32])=[N:15][C:14]=2[N:13]([CH3:29])[C:11]1=[O:12])(=[O:3])[CH3:2] |f:1.2|. Procedure details: To a solution of (R)-1-(5-acetoxyhexyl)-7-benzyl-8-bromo-3-methylxanthine(9.55 g, 20.0 mmol) in anhydrous dimethylsulfoxide was added potassium cyanide (1.43 g, 22.0 mmol). After stirring at 70-80° C. for 4.5 hours, the mixture was cooled to room temperature, quenched with water (500 ml) and extracted with ethyl acetate (4×150 ml). The combined extracts were washed with saturated aqueous sodium chloride solution (45 ml), dried over magnesium sulfate and the solvent was evaporated under reduced p... Yields the product C(CCCCCCCCCCC)(=O)NNC(=O)C=1C(N(C2=CC=CC=C2C1O)CC(C)C)=O (N′-Dodecanoyl-4-hydroxy-1-isobutyl-2-oxo-1,2-dihydroquinoline-3-carbohydrazide). Procedure details: Reagents: Comp 30 (0.52 mmols, 0.15 g); dodecanoyl hydrazine (0.78 mmols, 0.17 g). Yield: 0.05 g (21%), white solid, m.p.=112° C.-113° C. The reactants are OC1=C(C(N(C2=CC=CC=C12)CC(C)C)=O)C(=O)OCC (Ethyl 4-hydroxy-1-isobutyl-2-oxo-1,2-dihydroquinoline-3-carboxylate), C(CCCCCCCCCCC)(=O)NN (dodecanoyl hydrazine). RXN SMILES: [OH:1][C:2]1[C:11]2[C:6](=[CH:7][CH:8]=[CH:9][CH:10]=2)[N:5]([CH2:12][CH:13]([CH3:15])[CH3:14])[C:4](=[O:16])[C:3]=1[C:17]([O:19]CC)=O.[C:22]([NH:35][NH2:36])(=[O:34])[CH2:23][CH2:24][CH2:25][CH2:26][CH2:27][CH2:28][CH2:29][CH2:30][CH2:31][CH2:32][CH3:33]>>[C:22]([NH:35][NH:36][C:17]([C:3]1[C:4](=[O:16])[N:5]([CH2:12][CH:13]([CH3:14])[CH3:15])[C:6]2[C:11]([C:2]=1[OH:1])=[CH:10][CH:9]=[CH:8][CH:7]=2)=[O:19])(=[O:34])[CH2:23][CH2:24][CH2:25][CH2:26][CH2:27][CH2:28][CH2:29][CH2:30][CH2:31][CH2:32][CH3:33]. Starting materials: S(=O)(Cl)Cl (Thionyl chloride), C(C)(=O)OC1=CC(=C(C(=O)O)C=C1)F (4-acetoxy-2-fluorobenzoic acid), N1=CC=CC=C1 (pyridine), CCC(CC)O (3-pentanol). Run in CCOCC (ether). Conditions: time 1 day. The product is C(C)(=O)OC1=CC(=C(C=C1)C(=O)OC(CC)CC)F (4-acetoxy-2-fluoro-1-(1-ethylpropyloxycabonyl)benzene). Isolated yield 90.0%. Reaction SMILES: S(Cl)(Cl)=O.[C:5]([O:8][C:9]1[CH:17]=[CH:16][C:12]([C:13]([OH:15])=[O:14])=[C:11]([F:18])[CH:10]=1)(=[O:7])[CH3:6].N1[CH:24]=[CH:23][CH:22]=[CH:21][CH:20]=1.CCC(O)CC>CCOCC>[C:5]([O:8][C:9]1[CH:17]=[CH:16][C:12]([C:13]([O:15][CH:22]([CH2:23][CH3:24])[CH2:21][CH3:20])=[O:14])=[C:11]([F:18])[CH:10]=1)(=[O:7])[CH3:6]. Procedure details: Thionyl chloride in an amount of 60 ml was added to 11.9 g (0.06 mol) of 4-acetoxy-2-fluorobenzoic acid, and the mixture was allowed to react under reflux for 7 hours. Then, excessive thionyl chloride was distilled off, and then 10 ml of pyridine and 3.5 g (0.0420 mol) of 3-pentanol were dropwise added. After the dropwise addition, the mixture was stirred at room temperature over 1 day and night, and then diluted with 200 ml of ether. An organic layer was consecutively washed with diluted hydroc... The reactants are C(CCCC)N1C(N2C(C=3NC=NC13)=NN=N2)=O (6-pentyl-6,9-dihydro-5H-tetrazolo[5,1-i]purin-5-one), BrN1C(CCC1=O)=O (N-bromosuccinimide). Solvent: C(C)#N (acetonitrile). Conditions: temperature 70 celsius. The product is BrC1=NC=2N(C(N3C(C2N1)=NN=N3)=O)CCCCC (8-Bromo-6-pentyl-6,9-dihydro-5H-tetrazolo[5,1-i]purin-5-one). RXN SMILES: [CH2:1]([N:6]1[C:14]2[N:13]=[CH:12][NH:11][C:10]=2[C:9]2=[N:15][N:16]=[N:17][N:8]2[C:7]1=[O:18])[CH2:2][CH2:3][CH2:4][CH3:5].[Br:19]N1C(=O)CCC1=O>C(#N)C>[Br:19][C:12]1[NH:11][C:10]2[C:9]3=[N:15][N:16]=[N:17][N:8]3[C:7](=[O:18])[N:6]([CH2:1][CH2:2][CH2:3][CH2:4][CH3:5])[C:14]=2[N:13]=1. Procedure details: The mixture of 6-pentyl-6,9-dihydro-5H-tetrazolo[5,1-i]purin-5-one (0.020 g, 0.081 mmol) and N-bromosuccinimide (10 mg, 8.0 mmol) in acetonitrile (2 mL) in a 5 mL-microwave reaction tube was heated at 70° C. in microwave oven for 12 min. After cooling down to room temperature, the reaction mixture was purified using preparative LCMS to yield the desired product as a white powder. LCMS calculated for C10H13BrN7O (M+H): 326.0, 328.0. found: 326.0, 328.0. Reactants: ClCCl, O=S(=O)(Cl)c1ccccc1F, COC(=O)c1ccc2c(c1)CC(C)(C)C(c1ccccc1N)N2, c1ccncc1. The product is COC(=O)c1ccc2c(c1)CC(C)(C)C(c1ccccc1NS(=O)(=O)c1ccccc1F)N2. RXN SMILES: [Cl:41][CH2:42][Cl:43].[F:30][c:31]1[c:32]([S:37](=[O:38])(=[O:39])[Cl:40])[cH:33][cH:34][cH:35][cH:36]1.[NH2:1][c:2]1[c:3]([CH:8]2[NH:9][c:10]3[cH:11][cH:12][c:13]([C:20](=[O:21])[O:22][CH3:23])[cH:14][c:15]3[CH2:16][C:17]2([CH3:18])[CH3:19])[cH:4][cH:5][cH:6][cH:7]1.[cH:24]1[cH:25][cH:26][n:27][cH:28][cH:29]1>>[NH:1]([c:2]1[c:3]([CH:8]2[NH:9][c:10]3[cH:11][cH:12][c:13]([C:20](=[O:21])[O:22][CH3:23])[cH:14][c:15]3[CH2:16][C:17]2([CH3:18])[CH3:19])[cH:4][cH:5][cH:6][cH:7]1)[S:37]([c:32]1[c:31]([F:30])[cH:36][cH:35][cH:34][cH:33]1)(=[O:38])=[O:39]. The reactants are CNC (dimethylamine), C1CCOC1 (THF), [N+](=O)([O-])C=1C=C2C=CNC2=CC1 (5-nitroindole), C1(C=2C(C(N1)=O)=CC=CC2)=O (phtalimide), C(C(=O)Cl)(=O)Cl (oxalyl chloride). Run in CCOCC (ether). Reaction conditions: time 24 hour. The product is CN(C(C(=O)C1=CNC2=CC=C(C=C12)[N+](=O)[O-])=O)C (N,N-dimethyl-2-(5-nitro-1H-indol-3-yl)-2-oxoacetamide). Isolated yield 147.3%. RXN SMILES: [N+:1]([C:4]1[CH:5]=[C:6]2[C:10](=[CH:11][CH:12]=1)[NH:9][CH:8]=[CH:7]2)([O-:3])=[O:2].[C:13]1(=O)[NH:17][C:16](=O)C2=CC=CC=C12.[C:24](Cl)(=[O:28])[C:25](Cl)=[O:26].CNC.C1COCC1>CCOCC>[CH3:16][N:17]([CH3:13])[C:24](=[O:28])[C:25]([C:7]1[C:6]2[C:10](=[CH:11][CH:12]=[C:4]([N+:1]([O-:3])=[O:2])[CH:5]=2)[NH:9][CH:8]=1)=[O:26]. Procedure: To a stirred mixture of 5-nitroindole (5.00 g, 30.8 mmol) and phtalimide (2.00 g, 40% by weight) in anhydrous ether (125 mL) was added oxalyl chloride (8.09 mL, 95.6 mmol). The resulting mixture was stirred at room temperature for 24 h. The solids were filtered off, rinsed with several portions of ether and air-dried for 15 min. This intermediate was suspended in 100 mL anhydrous ether and cooled to 0° C. To this mixture was 2M dimethylamine in THF (154 mL, 0.308 mol) added in small increments. ... The reactants are CC(C)(C)OC(=O)c1ncn2c1C1CCCN1C(=O)c1c-2ccc(F)c1Cl, Cl. The product is O=C(O)c1ncn2c1C1CCCN1C(=O)c1c-2ccc(F)c1Cl. Reaction SMILES: [Cl:1][c:2]1[c:3]([F:27])[cH:4][cH:5][c:6]2[c:7]1[C:8](=[O:26])[N:9]1[CH:10]([c:11]3[n:12]-2[cH:13][n:14][c:15]3[C:16](=[O:17])[O:18][C:19]([CH3:20])([CH3:21])[CH3:22])[CH2:23][CH2:24][CH2:25]1.[ClH:28]>>[Cl:1][c:2]1[c:3]([F:27])[cH:4][cH:5][c:6]2[c:7]1[C:8](=[O:26])[N:9]1[CH:10]([c:11]3[n:12]-2[cH:13][n:14][c:15]3[C:16](=[O:17])[OH:18])[CH2:23][CH2:24][CH2:25]1. Reactants: C(C)(C)(C)OC(N[C@@H](CC1=CC=C(C=C1)N)C(N(C)C)=O)=O ((S)-[2-(4-Amino-phenyl)-1-dimethylcarbamoyl-ethyl]-carbamicacidtert-butyl ester), Cl.O1CCOCC1 (HCl dioxane). Conditions: temperature 25 celsius, time 2 hour. The product is Cl.Cl.N[C@H](C(=O)N(C)C)CC1=CC=C(C=C1)N ((S)-2-Amino-3-(4-amino-phenyl)-N,N-dimethyl-propionamide dihydrochloride). RXN SMILES: C(OC(=O)[NH:7][C@H:8]([C:17](=[O:21])[N:18]([CH3:20])[CH3:19])[CH2:9][C:10]1[CH:15]=[CH:14][C:13]([NH2:16])=[CH:12][CH:11]=1)(C)(C)C.[ClH:23].O1CCOCC1>>[ClH:23].[ClH:23].[NH2:7][C@@H:8]([CH2:9][C:10]1[CH:11]=[CH:12][C:13]([NH2:16])=[CH:14][CH:15]=1)[C:17]([N:18]([CH3:20])[CH3:19])=[O:21] |f:1.2,3.4.5|. Procedure details: (S)-[2-(4-Amino-phenyl)-1-dimethylcarbamoyl-ethyl]-carbamicacidtert-butyl ester (214 mg, 0.7 mmol) was dissolved in 4M HCl-dioxane (2 mL) at 0° C. and the solution stirred for 2 hours at 25° C. The mixture was concentrated and the residue triturated with ether. Yield, 294 mg, 102%; PBMS 208 (MH+, 100%).